This data is from the Open Reaction Database (ORD), a public repository of structured organic reaction records. The task is: describe an organic reaction: reactants, conditions, products, and yield Starting materials: ClC1=NN2C(C3=CC=CC=C13)=NN=C2C2=CC=C(C=C2)OC (6-Chloro-3-(4-methoxyphenyl)-1,2,4-triazolo[3,4-a]phthalazine), C(C)(=O)[O-].[Na+] (sodium acetate). Solvent: C(C)(=O)O (acetic acid). Product: OC1=NN2C(C3=CC=CC=C13)=NN=C2C2=CC=C(C=C2)OC (6-hydroxy-3-(4-methoxyphenyl)-1,2,4-triazolo[3,4-a]phthalazine). The yield is 85.0%. As a reaction SMILES: Cl[C:2]1[C:11]2[C:6](=[CH:7][CH:8]=[CH:9][CH:10]=2)[C:5]2=[N:12][N:13]=[C:14]([C:15]3[CH:20]=[CH:19][C:18]([O:21][CH3:22])=[CH:17][CH:16]=3)[N:4]2[N:3]=1.C([O-])(=[O:25])C.[Na+]>C(O)(=O)C>[OH:25][C:2]1[C:11]2[C:6](=[CH:7][CH:8]=[CH:9][CH:10]=2)[C:5]2=[N:12][N:13]=[C:14]([C:15]3[CH:20]=[CH:19][C:18]([O:21][CH3:22])=[CH:17][CH:16]=3)[N:4]2[N:3]=1 |f:1.2|. Procedure: 6-Chloro-3-(4-methoxyphenyl)-1,2,4-triazolo[3,4-a]phthalazine (0.5 mole) and fused anhydrous sodium acetate in acetic acid are heated to the reflux temperature for about 1 hour. The solvent is evaporated under reduced pressure, the residue is then taken up with water, collected by filtration, and crystallized from ethanol/chloroform. The product of the title is thus obtained in a 85% yield. M.p. 307°-309° C.